This data is from the Open Reaction Database (ORD), a public repository of structured organic reaction records. The task is: describe an organic reaction: reactants, conditions, products, and yield Starting materials: ClC1=CC=C(C=C1)C1(CCCCC1)C(=O)O (1-(4-chlorophenyl)-cyclohexanecarboxylic acid), [N+](=O)(O)[O-] (nitric acid). Yields the product ClC1=C(C=C(C=C1)C1(CCCCC1)C(=O)O)[N+](=O)[O-] (1-(4-chloro-3-nitrophenyl)-cyclohexanecarboxylic acid). RXN SMILES: [Cl:1][C:2]1[CH:7]=[CH:6][C:5]([C:8]2([C:14]([OH:16])=[O:15])[CH2:13][CH2:12][CH2:11][CH2:10][CH2:9]2)=[CH:4][CH:3]=1.[N+:17]([O-])([OH:19])=[O:18]>>[Cl:1][C:2]1[CH:3]=[CH:4][C:5]([C:8]2([C:14]([OH:16])=[O:15])[CH2:13][CH2:12][CH2:11][CH2:10][CH2:9]2)=[CH:6][C:7]=1[N+:17]([O-:19])=[O:18]. Procedure details: Prepared analogously to Example 1b from 1-(4-chlorophenyl)-cyclohexanecarboxylic acid and fuming nitric acid at −25° C.